The task is: describe an organic reaction: reactants, conditions, products, and yield. This data is from the Open Reaction Database (ORD), a public repository of structured organic reaction records. The reactants are C(#N)C1=CC(=NC=C1)CO (4-cyano-2-hydroxymethylpyridine), [H-].[Al+3].[Li+].[H-].[H-].[H-] (lithium aluminium hydride), O (water), [OH-].[Na+] (sodium hydroxide). Run in O1CCCC1 (tetrahydrofuran), O1CCCC1 (tetrahydrofuran), O1CCCC1 (tetrahydrofuran). Conditions: time 2 hour. Product: NCC1=CC(=NC=C1)CO (4-aminomethyl-2-hydroxymethylpyridine). The yield is 54.4%. As a reaction SMILES: [C:1]([C:3]1[CH:8]=[CH:7][N:6]=[C:5]([CH2:9][OH:10])[CH:4]=1)#[N:2].[H-].[Al+3].[Li+].[H-].[H-].[H-].[OH-].[Na+].O>O1CCCC1>[NH2:2][CH2:1][C:3]1[CH:8]=[CH:7][N:6]=[C:5]([CH2:9][OH:10])[CH:4]=1 |f:1.2.3.4.5.6,7.8|. Procedure details: A solution of 4-cyano-2-hydroxymethylpyridine (0.5 g) in tetrahydrofuran (25 ml) was added dropwise over 20 minutes to a stirred mixture of lithium aluminium hydride (0.25 g) in tetrahydrofuran (30 ml) and the mixture was stirred at room temperature for 2 hours. Wet tetrahydrofuran followed by 0.35 ml of 16% w/w aqueous sodium hydroxide and water were added and the mixture was filtered. The filtrate was evaporated to give crude 4-aminomethyl-2-hydroxymethylpyridine (0.28 g).